Dataset: the Open Reaction Database (ORD), a public repository of structured organic reaction records. Task: describe an organic reaction: reactants, conditions, products, and yield Starting materials: BrB(Br)Br, ClCCl, COc1ccc(F)cc1C1(CC(O)(CNc2cccc3nc(C)ccc23)C(F)(F)F)CC1. Yields the product Cc1ccc2c(NCC(O)(CC3(c4cc(F)ccc4O)CC3)C(F)(F)F)cccc2n1. As a reaction SMILES: [B:33]([Br:34])([Br:35])[Br:36].[Cl:37][CH2:38][Cl:39].[F:1][c:2]1[cH:3][cH:4][c:5]([O:31][CH3:32])[c:6]([C:8]2([CH2:11][C:12]([CH2:13][NH:14][c:15]3[c:16]4[cH:17][cH:18][c:19]([CH3:25])[n:20][c:21]4[cH:22][cH:23][cH:24]3)([OH:26])[C:27]([F:28])([F:29])[F:30])[CH2:9][CH2:10]2)[cH:7]1>>[F:1][c:2]1[cH:3][cH:4][c:5]([OH:31])[c:6]([C:8]2([CH2:11][C:12]([CH2:13][NH:14][c:15]3[c:16]4[cH:17][cH:18][c:19]([CH3:25])[n:20][c:21]4[cH:22][cH:23][cH:24]3)([OH:26])[C:27]([F:28])([F:29])[F:30])[CH2:9][CH2:10]2)[cH:7]1. The product is [OH-].[Mg+2].[Co+2].[Ni+2].[OH-].[OH-].[OH-].[OH-].[OH-] (nickel cobalt magnesium hydroxide). Reaction conditions: time 48 hour. The reactants are [N+](=O)([O-])[O-].[Ni+2].[N+](=O)([O-])[O-] (nickel nitrate), [N+](=O)([O-])[O-].[Co+2].[N+](=O)([O-])[O-] (cobalt nitrate), [N+](=O)([O-])[O-].[Mg+2].[N+](=O)([O-])[O-] (magnesium nitrate), N (ammonia), [OH-].[Na+] (sodium hydroxide), N (ammonia). Procedure details: In this way, the reaction was conducted for 48 hours while continuously adding the aqueous solution of mixture of nickel nitrate, cobalt nitrate and magnesium nitrate, the aqueous ammonia and the aqueous solution of sodium hydroxide to the reactor. During the reaction, the concentration of ammonia in the reaction mixture (slurry) in the reactor was kept within a range from 1.0 to 1.3 mol/L and the reaction temperature was kept at 30° C.±1° C. with a temperature controller. After the completion o... Reaction SMILES: [N+]([O-])([O-])=[O:2].[Ni+2:5].[N+]([O-])([O-])=[O:7].[N+]([O-])([O-])=[O:11].[Co+2:14].[N+]([O-])([O-])=[O:16].[N+]([O-])([O-])=[O:20].[Mg+2:23].[N+]([O-])([O-])=[O:25].N.[OH-].[Na+]>>[OH-:2].[Mg+2:23].[Co+2:14].[Ni+2:5].[OH-:7].[OH-:11].[OH-:16].[OH-:20].[OH-:25] |f:0.1.2,3.4.5,6.7.8,10.11,12.13.14.15.16.17.18.19.20|. The reactants are C(\C=C\C(=O)[O-])(=O)[O-].[NH4+].[NH4+] (diammonium fumarate), N[C@@H](CC(=O)[O-])C(=O)[O-] (L-aspartate), N[C@@H](CC(=O)[O-])C(=O)[O-] (L-aspartate), C(\C=C\C(=O)[O-])(=O)[O-] (fumarate). Yields the product N.N[C@@H](CC(=O)O)C(=O)O (L-Aspartate Ammonia). Yield: 90.0%. Reaction SMILES: C([O-])(=O)/C=C/C([O-])=O.[NH4+].[NH4+].[NH2:11][C@H:12]([C:17]([O-:19])=[O:18])[CH2:13][C:14]([O-:16])=[O:15].C([O-])(=O)/C=C/C([O-])=O>>[NH3:11].[NH2:11][C@H:12]([C:17]([OH:19])=[O:18])[CH2:13][C:14]([OH:16])=[O:15] |f:0.1.2,5.6|. Procedure details: The enzyme L-aspartase, immobilized by the process of this invention, can be used to convert diammonium fumarate to L-aspartate in 90% yield at pH 7 and 25° C. The immobilized L-aspartase enzyme polymer can be used over and over again to convert fumarate to L-aspartate without significant loss in activity. The reactants are S1C=C(C=C1)C=1C=C(C=CC1)O (3-(3-thienyl)phenol), BrCCCC=C (5-bromo-1-pentene), ClC1=CC(=CC=C1)C(=O)OO (m-chloroperbenzoic acid), O1CC1CCCOC1=CC(=CC=C1)C1=CSC=C1 (1,2-epoxy-5-[3-(3-thienyl)phenoxy]pentane), C(CCC=C)OC=1C=C(C=CC1)C1=CSC=C1 (3-[3-(4-pentenyloxy)phenyl]thiophene), Cl.C(C)NC\C=C\C#CC(C)(C)C ((E)-N-ethyl-6,6-dimethyl-2-hepten-4-ynylamine hydrochloride). Solvent: C(C)O (ethanol), C1=CC=CC=C1 (benzene), C(C)N(CC)CC (triethylamine). The product is C(C)N(C\C=C\C#CC(C)(C)C)CC(CCCOC1=CC(=CC=C1)C1=CSC=C1)O ((E)-N-ethyl-N-(6,6-dimethyl-2-hepten-4-ynyl)-2-hydroxy-5-[3-(3-thienyl)phenoxy ]pentylamine). The yield is 63.9%. RXN SMILES: [O:1]1[CH:3]([CH2:4][CH2:5][CH2:6][O:7][C:8]2[CH:13]=[CH:12][CH:11]=[C:10]([C:14]3[CH:18]=[CH:17][S:16][CH:15]=3)[CH:9]=2)[CH2:2]1.C(OC1C=C(C2C=CSC=2)C=CC=1)CCC=C.S1C=CC(C2C=C(O)C=CC=2)=C1.BrCCCC=C.ClC1C=CC=C(C(OO)=O)C=1.Cl.[CH2:66]([NH:68][CH2:69]/[CH:70]=[CH:71]/[C:72]#[C:73][C:74]([CH3:77])([CH3:76])[CH3:75])[CH3:67]>C1C=CC=CC=1.C(O)C.C(N(CC)CC)C>[CH2:66]([N:68]([CH2:2][CH:3]([OH:1])[CH2:4][CH2:5][CH2:6][O:7][C:8]1[CH:13]=[CH:12][CH:11]=[C:10]([C:14]2[CH:18]=[CH:17][S:16][CH:15]=2)[CH:9]=1)[CH2:69]/[CH:70]=[CH:71]/[C:72]#[C:73][C:74]([CH3:75])([CH3:77])[CH3:76])[CH3:67] |f:5.6|. Procedure: 0.22 g of 1,2-epoxy-5-[3-(3-thienyl)phenoxy]pentane [synthesized by the epoxidation reaction of 3-[3-(4-pentenyloxy)phenyl]thiophene, prepared from 3-(3-thienyl)phenol and 5-bromo-1-pentene, with m-chloroperbenzoic acid in benzene] was dissolved in 4 ml of ethanol, and 0.22 g of (E)-N-ethyl-6,6-dimethyl-2-hepten-4-ynylamine hydrochloride, 0.34 ml of triethylamine were added. The mixture was refluxed for 5 hours, and then the solvent was evaporated. The residue was purified by silica gel column c... Starting materials: C[Sn](C)(C)c1cccnc1, CN1CCCC1=O, [Cu]I, NC(=O)C1CN(c2ccc(I)c(F)c2)C(=O)O1, O=C(C=Cc1ccccc1)C=Cc1ccccc1, O=C(C=Cc1ccccc1)C=Cc1ccccc1, O=C(C=Cc1ccccc1)C=Cc1ccccc1, O, [Pd], [Pd], c1ccc([As](c2ccccc2)c2ccccc2)cc1. The product is NC(=O)C1CN(c2ccc(-c3cccnc3)c(F)c2)C(=O)O1. RXN SMILES: [CH3:18][Sn:19]([c:20]1[cH:21][n:22][cH:23][cH:24][cH:25]1)([CH3:26])[CH3:27].[CH3:47][N:48]1[CH2:49][CH2:50][CH2:51][C:52]1=[O:53].[Cu:111][I:112].[F:1][c:2]1[cH:3][c:4]([N:9]2[C:10](=[O:17])[O:11][CH:12]([C:14](=[O:15])[NH2:16])[CH2:13]2)[cH:5][cH:6][c:7]1[I:8].[O:57]=[C:58]([CH:59]=[CH:60][c:61]1[cH:62][cH:63][cH:64][cH:65][cH:66]1)[CH:67]=[CH:68][c:69]1[cH:70][cH:71][cH:72][cH:73][cH:74]1.[O:75]=[C:76]([CH:77]=[CH:78][c:79]1[cH:80][cH:81][cH:82][cH:83][cH:84]1)[CH:85]=[CH:86][c:87]1[cH:88][cH:89][cH:90][cH:91][cH:92]1.[O:93]=[C:94]([CH:95]=[CH:96][c:97]1[cH:98][cH:99][cH:100][cH:101][cH:102]1)[CH:103]=[CH:104][c:105]1[cH:106][cH:107][cH:108][cH:109][cH:110]1.[OH2:54].[Pd:55].[Pd:56].[cH:28]1[cH:29][cH:30][c:31]([As:32]([c:33]2[cH:34][cH:35][cH:36][cH:37][cH:38]2)[c:39]2[cH:40][cH:41][cH:42][cH:43][cH:44]2)[cH:45][cH:46]1>>[F:1][c:2]1[cH:3][c:4]([N:9]2[C:10](=[O:17])[O:11][CH:12]([C:14](=[O:15])[NH2:16])[CH2:13]2)[cH:5][cH:6][c:7]1-[c:20]1[cH:21][n:22][cH:23][cH:24][cH:25]1. The reactants are COc1cc(Br)ccc1Cl, [Li]CCCC, C1CCOC1, CC(C)(C)OC(=O)N1CCC(=O)C(C)(C)C1. Yields the product COc1cc(C2(O)CCN(C(=O)OC(C)(C)C)CC2(C)C)ccc1Cl. As a reaction SMILES: [Br:1][c:2]1[cH:3][cH:4][c:5]([Cl:10])[c:6]([O:8][CH3:9])[cH:7]1.[CH2:11]([Li:12])[CH2:13][CH2:14][CH3:15].[CH2:32]1[O:33][CH2:34][CH2:35][CH2:36]1.[CH3:16][C:17]1([CH3:31])[CH2:18][N:19]([C:24](=[O:25])[O:26][C:27]([CH3:28])([CH3:29])[CH3:30])[CH2:20][CH2:21][C:22]1=[O:23]>>[c:2]1([C:22]2([OH:23])[C:17]([CH3:16])([CH3:31])[CH2:18][N:19]([C:24](=[O:25])[O:26][C:27]([CH3:28])([CH3:29])[CH3:30])[CH2:20][CH2:21]2)[cH:3][cH:4][c:5]([Cl:10])[c:6]([O:8][CH3:9])[cH:7]1. Run at temperature 65 celsius. Reported procedure: To a solution of ethyl 3-[(2-ethoxy-5-fluoropyrimidin-4-yl)amino]-6,6-dimethyl-5,6-dihydropyrrolo[3,4-c]pyrazole-1(4H)-carboxylate dihydrochloride (120 mg, 0.27 mmol) in 15 mL THF containing diisopropylethyl amine (0.23 mL, 4 eq) was added a 5 mL THF suspension of 4-fluoro-1-methylpiperidine-4-carbonyl chloride (128 mg, 2.6 eq). After heating for 5 hours at 65° C., the reaction was concentrated to dryness and carried on without further purification. To a solution of ethyl 3-[(2-ethoxy-5-fluoropy... Product: C(C)OC1=NC=C(C(=N1)NC=1C2=C(NN1)C(N(C2)C(=O)C2(CCN(CC2)C)F)(C)C)F (N-(2-ethoxy-5-fluoropyrimidin-4-yl)-5-[(4-fluoro-1-methylpiperidin-4-yl)carbonyl]-6,6-dimethyl-1,4,5,6-tetrahydropyrrolo[3,4-c]pyrazol-3-amine). As a reaction SMILES: Cl.Cl.[CH2:3]([O:5][C:6]1[N:11]=[C:10]([NH:12][C:13]2[C:14]3[CH2:25][NH:24][C:23]([CH3:27])([CH3:26])[C:15]=3[N:16](C(OCC)=O)[N:17]=2)[C:9]([F:28])=[CH:8][N:7]=1)[CH3:4].C(N(C(C)C)CC)(C)C.[F:38][C:39]1([C:46](Cl)=[O:47])[CH2:44][CH2:43][N:42]([CH3:45])[CH2:41][CH2:40]1>C1COCC1>[CH2:3]([O:5][C:6]1[N:11]=[C:10]([NH:12][C:13]2[C:14]3[CH2:25][N:24]([C:46]([C:39]4([F:38])[CH2:44][CH2:43][N:42]([CH3:45])[CH2:41][CH2:40]4)=[O:47])[C:23]([CH3:26])([CH3:27])[C:15]=3[NH:16][N:17]=2)[C:9]([F:28])=[CH:8][N:7]=1)[CH3:4] |f:0.1.2|. The reactants are FC1(CCN(CC1)C)C(=O)Cl (4-fluoro-1-methylpiperidine-4-carbonyl chloride), Cl.Cl.C(C)OC1=NC=C(C(=N1)NC=1C2=C(N(N1)C(=O)OCC)C(NC2)(C)C)F (ethyl 3-[(2-ethoxy-5-fluoropyrimidin-4-yl)amino]-6,6-dimethyl-5,6-dihydropyrrolo[3,4-c]pyrazole-1(4H)-carboxylate dihydrochloride), C(C)(C)N(CC)C(C)C (diisopropylethyl amine). Solvent: C1CCOC1 (THF), C1CCOC1 (THF).